From a dataset of the Open Reaction Database (ORD), a public repository of structured organic reaction records. describe an organic reaction: reactants, conditions, products, and yield Starting materials: Brc1csc2ccccc12, [I-], [K+], OCCO. The product is OCCOc1csc2ccccc12. As a reaction SMILES: [Br:1][c:2]1[cH:3][s:4][c:5]2[c:6]1[cH:7][cH:8][cH:9][cH:10]2.[I-:12].[K+:11].[OH:13][CH2:14][CH2:15][OH:16]>>[c:2]1([O:13][CH2:14][CH2:15][OH:16])[cH:3][s:4][c:5]2[c:6]1[cH:7][cH:8][cH:9][cH:10]2. Reactants: BrC1=C(C=CC=C1)CC[C@@H](OCC1(CC1)CC#N)C1=CC(=CC=C1)COC1OCCCC1 (1-((3-(2-bromophenyl)-1(R)-(3-(((2-tetrahydropyranyl)oxy)methyl)phenyl)propoxy)methyl)cyclopropaneacetonitrile), [OH-].[K+] (KOH), CCO (EtOH), NH4OAc, CC(=O)O (AcOH). The solvent is CCOC(=O)C.C1(=CC=CC=C1)C.CC(=O)O (EtOAc toluene AcOH). The product is BrC1=C(C=CC=C1)CC[C@@H](OCC1(CC1)CC(=O)O)C1=CC(=CC=C1)COC1OCCCC1 (1-((3-(2-bromophenyl)-1(R)-(3-(((2-tetrahydropyranyl)oxy)methyl)phenyl)propoxy)methyl)cyclopropaneacetic acid). Yield: 75.0%. RXN SMILES: [Br:1][C:2]1[CH:7]=[CH:6][CH:5]=[CH:4][C:3]=1[CH2:8][CH2:9][C@H:10]([C:19]1[CH:24]=[CH:23][CH:22]=[C:21]([CH2:25][O:26][CH:27]2[CH2:32][CH2:31][CH2:30][CH2:29][O:28]2)[CH:20]=1)[O:11][CH2:12][C:13]1(CC#N)[CH2:15][CH2:14]1.[OH-].[K+].CCO.[CH3:38][C:39]([OH:41])=[O:40]>CCOC(C)=O.C1(C)C=CC=CC=1.CC(O)=O>[Br:1][C:2]1[CH:7]=[CH:6][CH:5]=[CH:4][C:3]=1[CH2:8][CH2:9][C@H:10]([C:19]1[CH:24]=[CH:23][CH:22]=[C:21]([CH2:25][O:26][CH:27]2[CH2:32][CH2:31][CH2:30][CH2:29][O:28]2)[CH:20]=1)[O:11][CH2:12][C:13]1([CH2:38][C:39]([OH:41])=[O:40])[CH2:15][CH2:14]1 |f:1.2,5.6.7|. Procedure: A mixture of the nitrile of Step 6 (13.22 g, 26.5 mmol), 8N KOH (330 mL), and EtOH (130 mL) was heated to reflux for 17 hr. 25% Aq. NH4OAc (500 mL) and AcOH (190 mL) were than added at room temperature (to give pH~6) and the product was extracted in EtOAc and dried over Na2SO4. Hash chromatography of the residue with EtOAc:toluene:AcOH 10:90:1 afforded 10.34 g (75% yield) of the title acid. Reactants: CN(C)S(=O)(=O)Cl, Cl, Cl, Cl, NC1CCC(CCN2CCN(c3nccc4c3OCC4)CC2)CC1. The product is CN(C)S(=O)(=O)NC1CCC(CCN2CCN(c3nccc4c3OCC4)CC2)CC1. Reaction SMILES: [CH3:28][N:29]([S:30](=[O:31])(=[O:32])[Cl:33])[CH3:34].[ClH:1].[ClH:2].[ClH:3].[O:4]1[CH2:5][CH2:6][c:7]2[c:8]1[c:9]([N:13]1[CH2:14][CH2:15][N:16]([CH2:19][CH2:20][CH:21]3[CH2:22][CH2:23][CH:24]([NH2:27])[CH2:25][CH2:26]3)[CH2:17][CH2:18]1)[n:10][cH:11][cH:12]2>>[O:4]1[CH2:5][CH2:6][c:7]2[c:8]1[c:9]([N:13]1[CH2:14][CH2:15][N:16]([CH2:19][CH2:20][CH:21]3[CH2:22][CH2:23][CH:24]([NH:27][S:30]([N:29]([CH3:28])[CH3:34])(=[O:31])=[O:32])[CH2:25][CH2:26]3)[CH2:17][CH2:18]1)[n:10][cH:11][cH:12]2. The reactants are O[C@@H]1C[C@H](N(C1)C(=O)OC(C)(C)C)C(=O)N(C)OC (tert-butyl (2S,4R)-4-hydroxy-2-{[methoxy(methyl)amino]carbonyl}pyrrolidine-1-carboxylate), [H-].[Al+3].[Li+].[H-].[H-].[H-] (lithium aluminium hydride). Solvent: C(C)OCC (diethyl ether), O1CCCC1 (tetrahydrofuran). Run at temperature 0 celsius, time 2 hour. Yields the product C(=O)[C@H]1N(C[C@@H](C1)O)C(=O)OC(C)(C)C (tert-butyl (2S,4R)-2-formyl-4-hydroxypyrrolidine-1-carboxylate). The yield is 63.7%. As a reaction SMILES: [OH:1][C@H:2]1[CH2:6][N:5]([C:7]([O:9][C:10]([CH3:13])([CH3:12])[CH3:11])=[O:8])[C@H:4]([C:14](N(OC)C)=[O:15])[CH2:3]1.[H-].[Al+3].[Li+].[H-].[H-].[H-]>C(OCC)C.O1CCCC1>[CH:14]([C@@H:4]1[CH2:3][C@@H:2]([OH:1])[CH2:6][N:5]1[C:7]([O:9][C:10]([CH3:13])([CH3:12])[CH3:11])=[O:8])=[O:15] |f:1.2.3.4.5.6|. Procedure details: 0.9 g of tert-butyl (2S,4R)-4-hydroxy-2-{[methoxy(methyl)amino]carbonyl}pyrrolidine-1-carboxylate is dissolved in 31 ml of diethyl ether under N2. The reaction medium is placed at 0° C. and 3.41 ml of 1N lithium aluminium hydride in tetrahydrofuran is carefully added. The mixture is stirred at 0° C. for 2 h. After hydrolysis with an aqueous potassium sulphate solution, extraction is carried out with diethyl ether until the aqueous phase is completely depleted. Drying over MgSO4 and concentration... Reactants: CCOC(=O)c1cc2c(C)c(Oc3ccc(O)c(C(O)c4ccc(F)cc4)c3)c(C)cc2[nH]1, CO, [K+], [OH-], O. The product is Cc1cc2[nH]c(C(=O)O)cc2c(C)c1Oc1ccc(O)c(C(O)c2ccc(F)cc2)c1. As a reaction SMILES: [CH2:1]([CH3:2])[O:3][C:4](=[O:5])[c:6]1[nH:7][c:8]2[cH:9][c:10]([CH3:33])[c:11]([O:16][c:17]3[cH:18][c:19]([CH:24]([OH:25])[c:26]4[cH:27][cH:28][c:29]([F:32])[cH:30][cH:31]4)[c:20]([OH:23])[cH:21][cH:22]3)[c:12]([CH3:15])[c:13]2[cH:14]1.[CH3:34][OH:35].[K+:38].[OH-:37].[OH2:36]>>[O:3]=[C:4]([OH:5])[c:6]1[nH:7][c:8]2[cH:9][c:10]([CH3:33])[c:11]([O:16][c:17]3[cH:18][c:19]([CH:24]([OH:25])[c:26]4[cH:27][cH:28][c:29]([F:32])[cH:30][cH:31]4)[c:20]([OH:23])[cH:21][cH:22]3)[c:12]([CH3:15])[c:13]2[cH:14]1. Starting materials: CC(=O)O, O=C(Nc1ccccc1)c1ccc(F)c([N+](=O)[O-])c1, [Zn]. Product: Nc1cc(C(=O)Nc2ccccc2)ccc1F. RXN SMILES: [CH3:20][C:21](=[O:22])[OH:23].[F:1][c:2]1[c:3]([N+:17]([O-:18])=[O:19])[cH:4][c:5]([C:6](=[O:7])[NH:8][c:9]2[cH:10][cH:11][cH:12][cH:13][cH:14]2)[cH:15][cH:16]1.[Zn:24]>>[F:1][c:2]1[c:3]([NH2:17])[cH:4][c:5]([C:6](=[O:7])[NH:8][c:9]2[cH:10][cH:11][cH:12][cH:13][cH:14]2)[cH:15][cH:16]1. Starting materials: BrC=1C=CC(=C(C(=O)C2=CC=CC=C2)C1)N1C(=NN=C1CN1C(C=2C(C1=O)=CC=CC2)=O)CN2C(C=1C(C2=O)=CC=CC1)=O (5-bromo-2-[3,5-bis(phthalimidomethyl)-4H-1,2,4-triazol-4-yl]benzophenone), O.NN (hydrazine hydrate). The solvent is C(C)O (ethanol). Yields the product BrC=1C=CC2=C(C(=NCC=3N2C(=NN3)CN)C3=CC=CC=C3)C1 (8-bromo-1-(aminomethyl)-6-phenyl-4H-s-triazolo[4,3-a][1,4]benzodiazepine). RXN SMILES: [Br:1][C:2]1[CH:3]=[CH:4][C:5]([N:16]2[C:20]([CH2:21][N:22]3C(=O)[C:25]4=[CH:28][CH:29]=[CH:30][CH:31]=[C:24]4[C:23]3=O)=[N:19][N:18]=[C:17]2[CH2:33][N:34]2C(=O)C3=CC=CC=C3C2=O)=[C:6]([CH:15]=1)C(C1C=CC=CC=1)=O.O.NN>C(O)C>[Br:1][C:2]1[CH:15]=[CH:6][C:5]2[N:16]3[C:17]([CH2:33][NH2:34])=[N:18][N:19]=[C:20]3[CH2:21][N:22]=[C:23]([C:24]3[CH:25]=[CH:28][CH:29]=[CH:30][CH:31]=3)[C:4]=2[CH:3]=1 |f:1.2|. Reported procedure: In the manner given in Example 22, 5-bromo-2-[3,5-bis(phthalimidomethyl)-4H-1,2,4-triazol-4-yl]benzophenone in ethanol is heated with hydrazine hydrate to give 8-bromo-1-(aminomethyl)-6-phenyl-4H-s-triazolo[4,3-a][1,4]benzodiazepine.